This data is from the Open Reaction Database (ORD), a public repository of structured organic reaction records. The task is: describe an organic reaction: reactants, conditions, products, and yield The reactants are C(C)(C)(C)OC(NC[C@@H]1CC[C@H](CC1)CNS(=O)(=O)C1=CC=CC2=CC=CC=C12)=O (trans-{4-[(naphthalene-1-sulfonylamino)-methyl]-cyclohexylmethyl}-carbamic acid tert-butyl ester), Cl (HCl). Run in C(Cl)(Cl)Cl (chloroform), O1CCOCC1 (dioxane). Yields the product NC[C@@H]1CC[C@H](CC1)CNS(=O)(=O)C1=CC=CC2=CC=CC=C12 (trans-Naphthalene-1-sulfonic acid (4-aminomethyl-cyclohexylmethyl)-amide). Reaction SMILES: C(OC(=O)[NH:7][CH2:8][C@H:9]1[CH2:14][CH2:13][C@H:12]([CH2:15][NH:16][S:17]([C:20]2[C:29]3[C:24](=[CH:25][CH:26]=[CH:27][CH:28]=3)[CH:23]=[CH:22][CH:21]=2)(=[O:19])=[O:18])[CH2:11][CH2:10]1)(C)(C)C.Cl>C(Cl)(Cl)Cl.O1CCOCC1>[NH2:7][CH2:8][C@H:9]1[CH2:14][CH2:13][C@H:12]([CH2:15][NH:16][S:17]([C:20]2[C:29]3[C:24](=[CH:25][CH:26]=[CH:27][CH:28]=3)[CH:23]=[CH:22][CH:21]=2)(=[O:19])=[O:18])[CH2:11][CH2:10]1. Procedure details: A suspension of trans-{4-[(naphthalene-1-sulfonylamino)-methyl]-cyclohexylmethyl}-carbamic acid tert-butyl ester (25 g) in chloroform (300 ml) is treated with a 4 N HCl solution in dioxane (300 ml) at 0° C. After completion, the reaction mixture is concentrated in vacuo, the residue is taken up in a 1 N sodium hydroxide solution and dichloromethane. After extraction with dichloromethane, the organics are dried over sodium sulfate and concentrated to 18.5 g of trans-naphthalene-1-sulfonic acid (4... Reactants: [N+](=O)([O-])C=1C=CC(=C(C(=O)O)C1)CC(=O)O (5-nitro-2-(carboxymethyl)benzoic acid), C(C)(=O)Cl (acetyl chloride). Product: [N+](=O)([O-])C1=CC=C2CC(OC(C2=C1)=O)=O (7-nitroisochroman-1,3-dione), solid. Isolated yield 81.0%. As a reaction SMILES: [N+:1]([C:4]1[CH:5]=[CH:6][C:7]([CH2:13][C:14]([OH:16])=[O:15])=[C:8]([CH:12]=1)[C:9]([OH:11])=O)([O-:3])=[O:2].C(Cl)(=O)C>>[N+:1]([C:4]1[CH:12]=[C:8]2[C:7]([CH2:13][C:14](=[O:15])[O:16][C:9]2=[O:11])=[CH:6][CH:5]=1)([O-:3])=[O:2]. Procedure: A oven-dried 10 mL round-bottomed flask containing a stirring bar was charged with 5-nitro-2-(carboxymethyl)benzoic acid (500 mg, 2.22 mmol). Freshly distilled acetyl chloride (5.0 ml) was added, the flask was fitted with a condenser and the reaction mixture was refluxed under an argon atmosphere for 16 h. The reaction was then cooled to room temperature and the excess acetyl chloride was removed in vacuo. The solid obtained was triturated with Et2O (5.0 mL), filtered and dried to give 7-nitrois... The reactants are ClC1=CC2=C(SC3=C(C(C2)Cl)C=CC(=C3)F)C=C1 (2,10-dichloro-7-fluoro-10,11-dihydrodibenzo(b,f)-thiepin), N1(CCNCC1)CCC(=O)N (3-(1-piperazinyl)propionamide). Solvent: C(Cl)(Cl)Cl (chloroform). Reaction conditions: time 8 hour. The product is ClC1=CC2=C(SC3=C(C(C2)N2CCN(CC2)CCC(=O)N)C=CC(=C3)F)C=C1 (3-(4-(2-Chloro-7-fluoro-10,11-dihydrodibenzo (b,f) thiepin-10-yl)piperazino)propionamide). Reaction SMILES: [Cl:1][C:2]1[CH:18]=[CH:17][C:5]2[S:6][C:7]3[CH:15]=[C:14]([F:16])[CH:13]=[CH:12][C:8]=3[CH:9](Cl)[CH2:10][C:4]=2[CH:3]=1.[N:19]1([CH2:25][CH2:26][C:27]([NH2:29])=[O:28])[CH2:24][CH2:23][NH:22][CH2:21][CH2:20]1>C(Cl)(Cl)Cl>[Cl:1][C:2]1[CH:18]=[CH:17][C:5]2[S:6][C:7]3[CH:15]=[C:14]([F:16])[CH:13]=[CH:12][C:8]=3[CH:9]([N:22]3[CH2:21][CH2:20][N:19]([CH2:25][CH2:26][C:27]([NH2:29])=[O:28])[CH2:24][CH2:23]3)[CH2:10][C:4]=2[CH:3]=1. Reported procedure: A mixture of 2,10-dichloro-7-fluoro-10,11-dihydrodibenzo(b,f)-thiepin (2.8 g), 3-(1-piperazinyl)propionamide (3.2 g) and chloroform (10 ml) is refluxed with stirring for 8 hours. The solvent is than evaporated under reduced pressure, and the residue is extracted by shaking with a two-phase system consisting of benzene (30 ml) and a solution of methanesulfonic acid (4 g) in water (50 ml). The clear aqueous solution is separated and then made alkaline with aqueous ammonia (10 ml). The so-formed su... Reactants: Cl, Cc1cc2c(cc1C(=O)c1cccc(I)c1)C(C)(C)CCC2(C)C, NO, c1ccncc1. Yields the product Cc1cc2c(cc1C(=NO)c1cccc(I)c1)C(C)(C)CCC2(C)C. RXN SMILES: [ClH:25].[I:1][c:2]1[cH:3][c:4]([C:8](=[O:9])[c:10]2[cH:11][c:12]3[c:17]([cH:18][c:19]2[CH3:20])[C:16]([CH3:21])([CH3:22])[CH2:15][CH2:14][C:13]3([CH3:23])[CH3:24])[cH:5][cH:6][cH:7]1.[NH2:26][OH:27].[cH:28]1[cH:29][cH:30][n:31][cH:32][cH:33]1>>[I:1][c:2]1[cH:3][c:4]([C:8]([c:10]2[cH:11][c:12]3[c:17]([cH:18][c:19]2[CH3:20])[C:16]([CH3:21])([CH3:22])[CH2:15][CH2:14][C:13]3([CH3:23])[CH3:24])=[N:26][OH:27])[cH:5][cH:6][cH:7]1. Starting materials: OC1OC(C2=C(C=CC=C12)C(F)(F)F)=O ((±)-3-hydroxy-7-(trifluoromethyl)isobenzofuran-1(3H)-one), C([O-])([O-])=O.[K+].[K+] (potassium carbonate), IC(C)C (2-iodopropane). Run in Cl (HCl), CN(C)C=O (DMF). Reaction conditions: time 18 hour. Yields the product C(=O)C1=C(C(=O)OC(C)C)C(=CC=C1)C(F)(F)F (Isopropyl 2-formyl-6-(trifluoromethyl)benzoate). Yield: 87.5%. As a reaction SMILES: [OH:1][CH:2]1[C:10]2[C:5](=[C:6]([C:11]([F:14])([F:13])[F:12])[CH:7]=[CH:8][CH:9]=2)[C:4](=[O:15])[O:3]1.C(=O)([O-])[O-].[K+].[K+].I[CH:23]([CH3:25])[CH3:24]>CN(C=O)C.Cl>[CH:2]([C:10]1[CH:9]=[CH:8][CH:7]=[C:6]([C:11]([F:14])([F:13])[F:12])[C:5]=1[C:4]([O:3][CH:23]([CH3:25])[CH3:24])=[O:15])=[O:1] |f:1.2.3|. Procedure: To a solution of (±)-3-hydroxy-7-(trifluoromethyl)isobenzofuran-1(3H)-one (2.2 g, 10.1 mmol) in 20 mL of DMF was added potassium carbonate (2.8 g, 20.2 mmol) followed by 2-iodopropane (1.11 mL, 11.1 mmol). The resulting mixture was allowed to stir at ambient temperature for 18 h. The reaction was diluted with 1N HCl to pH ˜4 and extracted with EtOAc. The organics were washed with 1N HCl, sat'd aq NaHCO3 and brine, dried (MgSO4), filtered through a pad of silica gel and concentrated in vacuo to a... Starting materials: CC1(OC(CC(O1)=O)=O)C (2,2-dimethyl-1,3-dioxane-4,6-dione), C(C)(C)(C)OC(=O)NCCC(=O)O (3-[(tert-butoxycarbonyl)amino]propanoic acid), C(CCl)Cl (EDC). The reagents and catalysts are CN(C)C=1C=CN=CC1 (DMAP). Run in C(Cl)Cl (CH2Cl2). Reaction conditions: time 5 hour. The product is C(C)(C)(C)OC(NCCC(=O)C1C(OC(OC1=O)(C)C)=O)=O (tert-Butyl[3-(2,2-dimethyl-4,6-dioxo-1,3-dioxan-5-yl)-3-oxopropyl]carbamate). RXN SMILES: [CH3:1][C:2]1([CH3:10])[O:7][C:6](=[O:8])[CH2:5][C:4](=[O:9])[O:3]1.[C:11]([O:15][C:16]([NH:18][CH2:19][CH2:20][C:21](O)=[O:22])=[O:17])([CH3:14])([CH3:13])[CH3:12].C(Cl)CCl>C(Cl)Cl.CN(C1C=CN=CC=1)C>[C:11]([O:15][C:16](=[O:17])[NH:18][CH2:19][CH2:20][C:21]([CH:5]1[C:6](=[O:8])[O:7][C:2]([CH3:10])([CH3:1])[O:3][C:4]1=[O:9])=[O:22])([CH3:14])([CH3:12])[CH3:13]. Procedure: To a solution of 2,2-dimethyl-1,3-dioxane-4,6-dione (3.81 g, 26.4 mmol) in CH2Cl2 (34 mL) at 0° C. was added 3-[(tert-butoxycarbonyl)amino]propanoic acid (5.0 g, 26.4 mmol), DMAP (4.84 g, 39.6 mmol), and EDC (6.08 g, 31.7 mmol). The mixture was stirred at rt for 5 h. The resulting mixture was washed with 10% aq. KHSO4 (4×), dried (Na2SO4) and concentrated to afford the title compound which was used without further purification. LRMS (ESI) m/z 316.1 [(M+H)+; calcd for C14H21NO7: 316].